Dataset: the Open Reaction Database (ORD), a public repository of structured organic reaction records. Task: describe an organic reaction: reactants, conditions, products, and yield Starting materials: 12.5, S1N=C(C2=C1C=CC=C2)N2CCN(CC2)C(=O)OCC (ethyl 4-(1,2-benzisothiazol-3-yl)-1-piperazinecarboxylate), Br (hydrobromic acid). The solvent is O (water). Run at time 1.5 hour. The product is 11.5, Br.Br.N1(CCNCC1)C1=NSC2=C1C=CC=C2 (3-(1-piperazinyl)-1,2-benzisothiazole dihydrobromide). Isolated yield 73.0%. As a reaction SMILES: [S:1]1[C:5]2[CH:6]=[CH:7][CH:8]=[CH:9][C:4]=2[C:3]([N:10]2[CH2:15][CH2:14][N:13](C(OCC)=O)[CH2:12][CH2:11]2)=[N:2]1.[BrH:21]>O>[BrH:21].[BrH:21].[N:10]1([C:3]2[C:4]3[CH:9]=[CH:8][CH:7]=[CH:6][C:5]=3[S:1][N:2]=2)[CH2:15][CH2:14][NH:13][CH2:12][CH2:11]1 |f:3.4.5|. Procedure: A mixture of 12.5 parts of ethyl 4-(1,2-benzisothiazol-3-yl)-1-piperazinecarboxylate and 187.5 parts of a hydrobromic acid solution 48% in water was stirred for 1.5 hours at reflux temperature. After evaporation, the residue was taken up in 2-propanol and the solvent was evaporated again. The residue was dissolved in methanol, evaporated again and stirred in 2-propanone. The product was filtered off and dried, yielding 11.5 parts (73%) of 3-(1-piperazinyl)-1,2-benzisothiazole dihydrobromide (int... RXN SMILES: [C:24]([c:25]1[nH:26][cH:27][cH:28][n:29]1)([c:30]1[nH:31][cH:32][cH:33][n:34]1)=[O:35].[CH3:46][S:47](=[O:48])[CH3:49].[Cl:2][c:3]1[cH:4][cH:5][c:6]2[c:7]([NH:13][c:14]3[cH:15][cH:16][c:17]([CH2:20][C:21](=[O:22])[OH:23])[cH:18][cH:19]3)[cH:8][cH:9][n:10][c:11]2[cH:12]1.[ClH:1].[NH2:36][CH:37]1[CH2:38][N:39]([CH2:43][CH3:44])[CH2:40][CH2:41][CH2:42]1.[OH2:45]>>[Cl:2][c:3]1[cH:4][cH:5][c:6]2[c:7]([NH:13][c:14]3[cH:15][cH:16][c:17]([CH2:20][C:21](=[O:23])[NH:36][CH:37]4[CH2:38][N:39]([CH2:43][CH3:44])[CH2:40][CH2:41][CH2:42]4)[cH:18][cH:19]3)[cH:8][cH:9][n:10][c:11]2[cH:12]1.[OH2:22]. Yields the product CCN1CCCC(NC(=O)Cc2ccc(Nc3ccnc4cc(Cl)ccc34)cc2)C1, O. Starting materials: O=C(c1ncc[nH]1)c1ncc[nH]1, CS(C)=O, O=C(O)Cc1ccc(Nc2ccnc3cc(Cl)ccc23)cc1, Cl, CCN1CCCC(N)C1, O. Starting materials: CC(Br)c1ccc(-c2ccccc2C#N)cc1, CCCC(=O)CC(=O)OCC, Cl, [H-], [Na+], C1CCOC1. The product is CCCC(=O)C(C(=O)OCC)C(C)c1ccc(-c2ccccc2C#N)cc1. Reaction SMILES: [Br:14][CH:15]([CH3:16])[c:17]1[cH:18][cH:19][c:20](-[c:23]2[c:24]([C:29]#[N:30])[cH:25][cH:26][cH:27][cH:28]2)[cH:21][cH:22]1.[CH3:3][CH2:4][CH2:5][C:6](=[O:7])[CH2:8][C:9](=[O:10])[O:11][CH2:12][CH3:13].[ClH:31].[H-:1].[Na+:2].[O:32]1[CH2:33][CH2:34][CH2:35][CH2:36]1>>[CH3:3][CH2:4][CH2:5][C:6](=[O:7])[CH:8]([C:9](=[O:10])[O:11][CH2:12][CH3:13])[CH:15]([CH3:16])[c:17]1[cH:18][cH:19][c:20](-[c:23]2[c:24]([C:29]#[N:30])[cH:25][cH:26][cH:27][cH:28]2)[cH:21][cH:22]1. The reactants are CC(CCCC(=O)OCC)C (ethyl 5-methylhexanoate), aqueous solution, [OH-].[Na+] (sodium hydroxide). Solvent: C(C)O (ethanol). Reaction conditions: time 30 minute. The product is CC(CCCC(=O)O)C (5-methylhexanoic acid). Isolated yield 94.8%. As a reaction SMILES: [CH3:1][CH:2]([CH3:11])[CH2:3][CH2:4][CH2:5][C:6]([O:8]CC)=[O:7].[OH-].[Na+]>C(O)C>[CH3:1][CH:2]([CH3:11])[CH2:3][CH2:4][CH2:5][C:6]([OH:8])=[O:7] |f:1.2|. Procedure: In 20 ml of ethanol was dissolved 2.0 g of ethyl 5-methylhexanoate. After adding 10 ml of 2 mol/L aqueous solution of sodium hydroxide at ambient temperature, the resulting mixture was stirred for 30 minutes. The ethanol was distilled off under reduced pressure, the residue was poured into a mixture of water and chloroform, pH was adjusted to 1.0 with 2 mol/L hydrochloric acid, and the organic layer was separated. The organic layer was washed successively with water and saturated aqueous solutio...